From a dataset of the Open Reaction Database (ORD), a public repository of structured organic reaction records. describe an organic reaction: reactants, conditions, products, and yield Starting materials: O=C([O-])[O-], CCOC(=O)Cn1ncc2c1CCCC2NS(=O)(=O)c1ccc(F)c(Cl)c1, CI, CC#N, [K+], [K+]. Yields the product CCOC(=O)Cn1ncc2c1CCCC2N(C)S(=O)(=O)c1ccc(F)c(Cl)c1. As a reaction SMILES: [C:30](=[O:31])([O-:32])[O-:33].[CH2:1]([CH3:2])[O:3][C:4]([CH2:5][n:6]1[n:7][cH:8][c:9]2[c:14]1[CH2:13][CH2:12][CH2:11][CH:10]2[NH:15][S:16](=[O:17])(=[O:18])[c:19]1[cH:20][c:21]([Cl:26])[c:22]([F:25])[cH:23][cH:24]1)=[O:27].[CH3:28][I:29].[CH3:36][C:37]#[N:38].[K+:34].[K+:35]>>[CH2:1]([CH3:2])[O:3][C:4]([CH2:5][n:6]1[n:7][cH:8][c:9]2[c:14]1[CH2:13][CH2:12][CH2:11][CH:10]2[N:15]([S:16](=[O:17])(=[O:18])[c:19]1[cH:20][c:21]([Cl:26])[c:22]([F:25])[cH:23][cH:24]1)[CH3:30])=[O:27].